This data is from the Open Reaction Database (ORD), a public repository of structured organic reaction records. The task is: describe an organic reaction: reactants, conditions, products, and yield Starting materials: CCOP(=O)(CP(=O)(OCC)OCC)OCC, CN(C)C=O, COC(=O)c1cc(-c2nc(COc3ccc(COc4nn(-c5ccccc5)cc4C=O)cc3OC)c(C)o2)ccc1C, [H-], [Na+], O. The product is CCOP(=O)(C=Cc1cn(-c2ccccc2)nc1OCc1ccc(OCc2nc(-c3ccc(C)c(C(=O)OC)c3)oc2C)c(OC)c1)OCC. RXN SMILES: [CH2:43]([P:44](=[O:45])([O:46][CH2:47][CH3:48])[O:49][CH2:50][CH3:51])[P:52]([O:53][CH2:54][CH3:55])([O:56][CH2:57][CH3:58])=[O:59].[CH3:60][N:61]([CH3:62])[CH:63]=[O:64].[CH:1](=[O:2])[c:3]1[c:4]([O:14][CH2:15][c:16]2[cH:17][c:18]([O:41][CH3:42])[c:19]([O:20][CH2:21][c:22]3[n:23][c:24](-[c:28]4[cH:29][cH:30][c:31]([CH3:38])[c:32]([C:33](=[O:34])[O:35][CH3:36])[cH:37]4)[o:25][c:26]3[CH3:27])[cH:39][cH:40]2)[n:5][n:6](-[c:8]2[cH:9][cH:10][cH:11][cH:12][cH:13]2)[cH:7]1.[H-:65].[Na+:66].[OH2:67]>>[CH:1]([c:3]1[c:4]([O:14][CH2:15][c:16]2[cH:17][c:18]([O:41][CH3:42])[c:19]([O:20][CH2:21][c:22]3[n:23][c:24](-[c:28]4[cH:29][cH:30][c:31]([CH3:38])[c:32]([C:33](=[O:34])[O:35][CH3:36])[cH:37]4)[o:25][c:26]3[CH3:27])[cH:39][cH:40]2)[n:5][n:6](-[c:8]2[cH:9][cH:10][cH:11][cH:12][cH:13]2)[cH:7]1)=[CH:43][P:52]([O:53][CH2:54][CH3:55])([O:56][CH2:57][CH3:58])=[O:59]. Reactants: O\N=C(\C(=O)O)/C1=C(C=CC=C1)OC1=CC=CC=C1 (E-α-hydroxyimino-2-phenoxyphenylacetic acid), CN(C=O)C (dimethylformamide), [OH-].[K+] (potassium hydroxide), COS(=O)(=O)OC (dimethylsulfate), CCOCC (ether). Run in C1(=CC=CC=C1)C (toluene). Conditions: time 15 minute. Product: COC(/C(=N/OC)/C1=C(C=CC=C1)OC1=CC=CC=C1)=O (E-α-methoxyimino-2-phenoxyphenylacetic acid methyl ester). Isolated yield 84.1%. RXN SMILES: [OH:1]/[N:2]=[C:3](\[C:7]1[CH:12]=[CH:11][CH:10]=[CH:9][C:8]=1[O:13][C:14]1[CH:19]=[CH:18][CH:17]=[CH:16][CH:15]=1)/C(O)=O.CN(C)[CH:22]=[O:23].[OH-].[K+].COS([O:32][CH3:33])(=O)=O.[CH3:34]COCC>C1(C)C=CC=CC=1>[CH3:22][O:23][C:33](=[O:32])/[C:3](/[C:7]1[CH:12]=[CH:11][CH:10]=[CH:9][C:8]=1[O:13][C:14]1[CH:15]=[CH:16][CH:17]=[CH:18][CH:19]=1)=[N:2]/[O:1][CH3:34] |f:2.3|. Reported procedure: To E-α-hydroxyimino-2-phenoxyphenylacetic acid (1.29 g, 0.005 mole) were added dried dimethylformamide (10 ml) and 85% potassium hydroxide (0.73 g, 0.011 mole) and the mixture was stirred at room temperature for 15 minutes. Dried toluene (10 ml) was added to the mixture, to which was further added dropwise dimethylsulfate (1.39 g, 0.011 mole) under ice cooling. After completion of the addition, the mixture was stirred at room temperature for 1.5 hours. Then, ether (100 ml) was added, followed by... The product is CN1C=C(C2=CC=CC=C12)CN1CC2(C1)OC1=CC=C(C=C1C(C2)=O)/C=C/C(=O)O ((E)-3-[1′-(1-methyl-1H-indol-3-ylmethyl)-4-oxo-spiro(chromane-2,3′-azetidine)-6-yl]-acrylic acid). The reactants are COC(\C=C\C=1C=C2C(CC3(CN(C3)CC3=CN(C4=CC=CC=C34)C)OC2=CC1)=O)=O ((E)-3-[1′-(1-Methyl-1H-Indol-3-ylmethyl)-4-oxo-spiro(chromane-2,3′-azetidine)-6-yl]-acrylic acid methyl ester), [OH-].[Na+] (NaOH). Yield: 84.4%. As a reaction SMILES: C[O:2][C:3](=[O:31])/[CH:4]=[CH:5]/[C:6]1[CH:7]=[C:8]2[C:27](=[CH:28][CH:29]=1)[O:26][C:11]1([CH2:14][N:13]([CH2:15][C:16]3[C:24]4[C:19](=[CH:20][CH:21]=[CH:22][CH:23]=4)[N:18]([CH3:25])[CH:17]=3)[CH2:12]1)[CH2:10][C:9]2=[O:30].[OH-].[Na+]>>[CH3:25][N:18]1[C:19]2[C:24](=[CH:23][CH:22]=[CH:21][CH:20]=2)[C:16]([CH2:15][N:13]2[CH2:14][C:11]3([CH2:10][C:9](=[O:30])[C:8]4[C:27](=[CH:28][CH:29]=[C:6](/[CH:5]=[CH:4]/[C:3]([OH:31])=[O:2])[CH:7]=4)[O:26]3)[CH2:12]2)=[CH:17]1 |f:1.2|. Procedure: (E)-3-[1′-(1-Methyl-1H-Indol-3-ylmethyl)-4-oxo-spiro(chromane-2,3′-azetidine)-6-yl]-acrylic acid methyl ester (220 mg, 0.53 mmol) was hydrolyzed with 1 M NaOH (0.68 ml) following the procedure described in Example 30, Step A, giving (E)-3-[1′-(1-methyl-1H-indol-3-ylmethyl)-4-oxo-spiro(chromane-2,3′-azetidine)-6-yl]-acrylic acid (180 mg) as a brown solid. The reactants are OC(C[SiH2]C1=NC=CC=C1)C1=CC=CC=C1 ((2-hydroxy-2-phenylethyl)(2-pyridyl)silane), [F-].[K+] (potassium fluoride), C(O)([O-])=O.[K+] (potassium hydrogencarbonate), OO (hydrogen peroxide). Solvent: CO (methanol), O1CCCC1 (tetrahydrofuran), O (water). Run at temperature 50 celsius, time 6 hour. Yields the product C1(=CC=CC=C1)C(CO)O (phenyl-1,2-ethanediol). The yield is 95.5%. Reaction SMILES: [OH:1][CH:2]([C:11]1[CH:16]=[CH:15][CH:14]=[CH:13][CH:12]=1)[CH2:3][SiH2]C1C=CC=CN=1.[F-].[K+].C(=O)([O-])[OH:20].[K+].OO>CO.O.O1CCCC1>[C:11]1([CH:2]([OH:1])[CH2:3][OH:20])[CH:16]=[CH:15][CH:14]=[CH:13][CH:12]=1 |f:1.2,3.4|. Procedure: To 129 mg (0.5 mmol) of the (2-hydroxy-2-phenylethyl)(2-pyridyl)silane obtained in Example 6, a solution of 58 mg (1.0 mmol) of potassium fluoride and 100 mg(1.0 mmol) of potassium hydrogencarbonate in methanol(1 ml)/tetrahydrofuran(1 ml) was added, followed by 1.71 g (15 mmol) of 30% aqueous hydrogen peroxide. The mixture was continued to be stirred at an inner temperature of 50° C. for 6 hours, and then cooled to room temperature. After addition of 10 ml of water, the mixture was extracted wit... Reactants: COC(=O)C(C=1C=CC=CC1)C2CCCCN2.Cl (methylphenidate hydrochloride), [OH-].[NH4+] (ammonium hydroxide). Run in O (water). Product: COC(=O)C(C=1C=CC=CC1)C2CCCCN2 (Methylphenidate). The yield is 95.0%. Reaction SMILES: [CH3:1][O:2][C:3]([CH:5]([CH:12]1[NH:17][CH2:16][CH2:15][CH2:14][CH2:13]1)[C:6]1[CH:7]=[CH:8][CH:9]=[CH:10][CH:11]=1)=[O:4].Cl.[OH-].[NH4+]>O>[CH3:1][O:2][C:3]([CH:5]([CH:12]1[NH:17][CH2:16][CH2:15][CH2:14][CH2:13]1)[C:6]1[CH:11]=[CH:10][CH:9]=[CH:8][CH:7]=1)=[O:4] |f:0.1,2.3|. Reported procedure: To a 200 mL beaker was charged 10.0 g (37.1 mmol) racemic-methylphenidate hydrochloride and 135 mL water. About 3.39 g (96.8 mmol) ammonium hydroxide was then added to bring the pH to approximately 9 upon which an oily semi-solid formed. The product was extracted with three 100 mL portions of ethyl acetate, the combined organic layers dried over sodium sulfate, filtered and concentrated under reduced pressure at about 40° C. to provide 8.2 g of a clear, colorless viscous oil (95% yield). The IR ... Starting materials: ClCCl, COC(=O)C(Cc1ccc(OC)c(C(=O)NCc2ccc(C(F)(F)F)cc2)c1)SC, O=C(OO)c1cccc(Cl)c1. Yields the product COC(=O)C(Cc1ccc(OC)c(C(=O)NCc2ccc(C(F)(F)F)cc2)c1)S(C)=O. Reaction SMILES: [CH2:42]([Cl:43])[Cl:44].[CH3:1][O:2][c:3]1[c:4]([C:17]([NH:18][CH2:19][c:20]2[cH:21][cH:22][c:23]([C:26]([F:27])([F:28])[F:29])[cH:24][cH:25]2)=[O:30])[cH:5][c:6]([CH2:9][CH:10]([C:11](=[O:12])[O:13][CH3:14])[S:15][CH3:16])[cH:7][cH:8]1.[OH:31][O:32][C:33]([c:34]1[cH:35][c:36]([Cl:37])[cH:38][cH:39][cH:40]1)=[O:41]>>[CH3:1][O:2][c:3]1[c:4]([C:17]([NH:18][CH2:19][c:20]2[cH:21][cH:22][c:23]([C:26]([F:27])([F:28])[F:29])[cH:24][cH:25]2)=[O:30])[cH:5][c:6]([CH2:9][CH:10]([C:11](=[O:12])[O:13][CH3:14])[S:15]([CH3:16])=[O:31])[cH:7][cH:8]1.